Dataset: the Open Reaction Database (ORD), a public repository of structured organic reaction records. Task: describe an organic reaction: reactants, conditions, products, and yield Starting materials: FC1=C(C=CC(=C1)O[SiH2]C(CCC)(C)C)C=C(Br)Br (1-(2-fluoro-4-dimethylbutylsilyloxyphenyl)-2,2-dibromoethylene), C(CCC)[Li] (n-butyl lithium), S(=S)(=O)([O-])[O-].[Na+].[Na+] (sodium thiosulfate), II (iodine). Run in O1CCCC1 (tetrahydrofurane), O1CCCC1 (tetrahydrofuran). Reaction conditions: temperature -70 celsius. Product: FC1=C(C=CC(=C1)O[SiH2]C(CCC)(C)C)C#CI (1-(2-fluoro-4-dimethylbutylsilyloxyphenyl)-2-iodoethyne). The yield is 96.2%. As a reaction SMILES: [F:1][C:2]1[CH:7]=[C:6]([O:8][SiH2:9][C:10]([CH3:15])([CH3:14])[CH2:11][CH2:12][CH3:13])[CH:5]=[CH:4][C:3]=1[CH:16]=[C:17](Br)Br.C([Li])CCC.[I:25]I.S([O-])([O-])(=O)=S.[Na+].[Na+]>O1CCCC1>[F:1][C:2]1[CH:7]=[C:6]([O:8][SiH2:9][C:10]([CH3:15])([CH3:14])[CH2:11][CH2:12][CH3:13])[CH:5]=[CH:4][C:3]=1[C:16]#[C:17][I:25] |f:3.4.5|. Reported procedure: To a solution of 26 mmol of 1-(2-fluoro-4-dimethylbutylsilyloxyphenyl)-2,2-dibromoethylene in 50 ml of tetrahydrofurane were added dropwise 134 ml of n-butyl lithium (1.6M), while stirring at -70° C. After completion of the addition, the reaction solution was stirred for 3 hours, 10 ml tetrahydrofuran solution of 30 mmol of iodine were added dropwise and the solution was gradually elevated to room temperature. Afer completion of the agitation, the solution was poured into a sodium thiosulfate so... The reactants are [OH-].[Na+] (NaOH), C(C)OC(C(CC1=CC=C(C=C1)O)(C)OC1=CC(=C(C=C1)F)F)=O (2-(3,4-difluoro-phenoxy)-3-(4-hydroxyphenyl)-2-methyl-propionic acid ethyl ester), CC1=C(N=C(O1)C1=CC=C(C=C1)C=1SC=CC1)CCOS(=O)(=O)C1=CC=C(C=C1)C (toluene-4-sulfonic acid 2-(5-methyl-2-(4-thiophen-2-yl-phenyl)-oxazol-4-yl)-ethyl ester), C(=O)([O-])[O-].[K+].[K+] (K2CO3). Run in C(C)O (ethanol), C(C)O (ethanol). Yields the product FC=1C=C(OC(C(=O)O)(CC2=CC=C(C=C2)OCCC=2N=C(OC2C)C2=CC=C(C=C2)C=2SC=CC2)C)C=CC1F (2-(3,4-difluoro-phenoxy)-2-methyl-3-(4-{2-[5-methyl-2-(4-thiophen-2-yl-phenyl)-oxazol-4-yl]-ethoxy}-phenyl)-propionic acid). RXN SMILES: C([O:3][C:4](=[O:24])[C:5]([O:15][C:16]1[CH:21]=[CH:20][C:19]([F:22])=[C:18]([F:23])[CH:17]=1)([CH3:14])[CH2:6][C:7]1[CH:12]=[CH:11][C:10]([OH:13])=[CH:9][CH:8]=1)C.[CH3:25][C:26]1[O:30][C:29]([C:31]2[CH:36]=[CH:35][C:34]([C:37]3[S:38][CH:39]=[CH:40][CH:41]=3)=[CH:33][CH:32]=2)=[N:28][C:27]=1[CH2:42][CH2:43]OS(C1C=CC(C)=CC=1)(=O)=O.C([O-])([O-])=O.[K+].[K+].[OH-].[Na+]>C(O)C>[F:23][C:18]1[CH:17]=[C:16]([CH:21]=[CH:20][C:19]=1[F:22])[O:15][C:5]([CH3:14])([CH2:6][C:7]1[CH:12]=[CH:11][C:10]([O:13][CH2:43][CH2:42][C:27]2[N:28]=[C:29]([C:31]3[CH:36]=[CH:35][C:34]([C:37]4[S:38][CH:39]=[CH:40][CH:41]=4)=[CH:33][CH:32]=3)[O:30][C:26]=2[CH3:25])=[CH:9][CH:8]=1)[C:4]([OH:3])=[O:24] |f:2.3.4,5.6|. Procedure details: A mixture of 2-(3,4-difluoro-phenoxy)-3-(4-hydroxyphenyl)-2-methyl-propionic acid ethyl ester (0.030 mmol) (see Ex. 45, Part C), toluene-4-sulfonic acid 2-(5-methyl-2-(4-thiophen-2-yl-phenyl)-oxazol-4-yl)-ethyl ester (0.030 mmol) (see Ex. 3, Part B) and 325 mesh K2CO3 (0.084 g, 0.60 mmol) in ethanol (2 mL) was heated to reflux for 24 h under N2. Aqueous 5N NaOH (0.5 mL) and additional ethanol (1 mL) was added to the reaction mixture and it was heated at reflux for an additional 2 h. The reaction... Starting materials: NC1=C(C(=O)OCC)C=CC(=C1)N (ethyl 2,4-diaminobenzoate), ClCCCS(=O)(=O)Cl (3-chloropropane-1-sulfonyl chloride). The product is O=S1(N(CCC1)C1=C(C(=O)O)C=CC(=C1)N1S(CCC1)(=O)=O)=O (2,4-bis(1,1-dioxo-1λ6-isothiazolidin-2-yl)benzoic acid). As a reaction SMILES: [NH2:1][C:2]1[CH:12]=[C:11]([NH2:13])[CH:10]=[CH:9][C:3]=1[C:4]([O:6]CC)=[O:5].Cl[CH2:15][CH2:16][CH2:17][S:18](Cl)(=[O:20])=[O:19]>>[O:19]=[S:18]1(=[O:20])[CH2:17][CH2:16][CH2:15][N:1]1[C:2]1[CH:12]=[C:11]([N:13]2[CH2:15][CH2:16][CH2:17][S:18]2(=[O:20])=[O:19])[CH:10]=[CH:9][C:3]=1[C:4]([OH:6])=[O:5]. Procedure details: Using ethyl 2,4-diaminobenzoate (2.21 g) and 3-chloropropane-1-sulfonyl chloride (4 mL) and by the reaction and treatment in the same manner as in Preparation Example 16, the title compound (1.33 g) was obtained. Reactants: IC=1NC(=C(N1)C(=O)N1CCCC1)CCC ((2-Iodo-5-propyl-1H-imidazol-4-yl)-pyrrolidin-1-yl-methanone). Run in CO (CH3OH). The product is C(CC)C1=C(N=C(N1)C=1NC(=C(N1)C(=O)N1CCCC1)CCC)C(=O)N1CCCC1 ([5,5′-Dipropyl-4′-(pyrrolidine-1-carbonyl)-1H, 1′H-[2,2′]biimidazolyl-4-yl]-pyrrolidin-1-yl-methanone). Isolated yield 38.8%. RXN SMILES: I[C:2]1[NH:3][C:4]([CH2:14][CH2:15][CH3:16])=[C:5]([C:7]([N:9]2[CH2:13][CH2:12][CH2:11][CH2:10]2)=[O:8])[N:6]=1>CO>[CH2:14]([C:4]1[NH:3][C:2]([C:2]2[NH:3][C:4]([CH2:14][CH2:15][CH3:16])=[C:5]([C:7]([N:9]3[CH2:10][CH2:11][CH2:12][CH2:13]3)=[O:8])[N:6]=2)=[N:6][C:5]=1[C:7]([N:9]1[CH2:13][CH2:12][CH2:11][CH2:10]1)=[O:8])[CH2:15][CH3:16]. Reported procedure: Iodide 6f (0.34 g; 1.0 mmol) was used as starting material. After cooling to rt, the reaction mixture was diluted with CH3OH and filtered. The filtrate was evaporated under vacuum, and the residue was recrystallized from CH3OH to afford 0.080 g (38%) of 1f as yellow prisms. mp>260 C; TLC (EtOAc): Rf=0.14; 1H NMR (DMSO-d6): δ 0.84 (t, 6H), 1.59 (m, 4H), 1.80 (br m, 8H), 2.80 (t, 4H), 3.55 (br m, 4H), 3.90 (br m, 4H); 13C NMR (DMSO-d6): δ 14.3, 23.4, 24.2, 26.9, 31.4, 46.8, 49.0, 132.9, 138.0, 163... The reactants are OCC1=NC=C(C=C1)Br (2-hydroxymethyl-5-bromopyridine), Br (hydrobromic acid). Run at temperature 150 celsius. Yields the product BrC=1C=CC(=NC1)CBr (5-Bromo-2-bromomethyl-pyridine). Isolated yield 87.0%. As a reaction SMILES: O[CH2:2][C:3]1[CH:8]=[CH:7][C:6]([Br:9])=[CH:5][N:4]=1.[BrH:10]>>[Br:9][C:6]1[CH:7]=[CH:8][C:3]([CH2:2][Br:10])=[N:4][CH:5]=1. Procedure details: Dissolve 2-hydroxymethyl-5-bromopyridine (5.21 g, 27.7 mmol) in 48% aqueous hydrobromic acid (20 mL). Heat the mixture at 150° C. for 2 h. Cool to ambient temperature and remove excess hydrobromic acid under vacuum. Dilute with water, add cautiously saturated aqueous NaHCO3 and extract three times with EtOAc. Dry over anhydrous Na2SO4, filter and concentrate in vacuo. Purify by chromatography on silica gel eluting with hexane/EtOAc (9:1) to give the title compound as pink oil (6.0 g, 87%) that c... As a reaction SMILES: [CH3:1][O:2][C:3]([C:4]([OH:5])([c:6]1[o:7][cH:8][cH:9][cH:10]1)[CH:11]1[CH2:12][CH2:13][CH2:14][CH2:15][CH2:16]1)=[O:17].[CH3:20][CH2:21][OH:22].[Na+:19].[OH-:18]>>[O:2]=[C:3]([C:4]([OH:5])([c:6]1[o:7][cH:8][cH:9][cH:10]1)[CH:11]1[CH2:12][CH2:13][CH2:14][CH2:15][CH2:16]1)[OH:17]. The product is O=C(O)C(O)(c1ccco1)C1CCCCC1. The reactants are COC(=O)C(O)(c1ccco1)C1CCCCC1, CCO, [Na+], [OH-]. Starting materials: BrN1C(CCC1=O)=O (N-bromosuccinimide), C1=CC=C(C=2SC3=C(C21)C=CC=C3)N3C2=CC=CC=C2C=2C=CC=CC32 (9-(dibenzo[b,d]thiophen-4-yl)-9H-carbazole). The solvent is CN(C)C=O (DMF), C(Cl)Cl (DCM). Reaction conditions: time 8 hour. Product: BrC=1C=CC=2N(C3=CC=CC=C3C2C1)C1=CC=CC2=C1SC1=C2C=CC=C1 (3-bromo-9-(dibenzo[b,d]thiophen-4-yl)-9H-carbazole). The yield is 61.1%. Reaction SMILES: [Br:1]N1C(=O)CCC1=O.[CH:9]1[C:17]2[C:16]3[CH:18]=[CH:19][CH:20]=[CH:21][C:15]=3[S:14][C:13]=2[C:12]([N:22]2[C:34]3[CH:33]=[CH:32][CH:31]=[CH:30][C:29]=3[C:28]3[C:23]2=[CH:24][CH:25]=[CH:26][CH:27]=3)=[CH:11][CH:10]=1>CN(C=O)C.C(Cl)Cl>[Br:1][C:31]1[CH:32]=[CH:33][C:34]2[N:22]([C:12]3[C:13]4[S:14][C:15]5[CH:21]=[CH:20][CH:19]=[CH:18][C:16]=5[C:17]=4[CH:9]=[CH:10][CH:11]=3)[C:23]3[C:28]([C:29]=2[CH:30]=1)=[CH:27][CH:26]=[CH:25][CH:24]=3. Procedure details: N-bromosuccinimide (0.31 g, 1.74 mmol) in 5 mL DMF was added slowly to 9-(dibenzo[b,d]thiophen-4-yl)-9H-carbazole (0.6 g, 1.72 mmol) in 50 mL of DCM at 0° C. The reaction was allowed to warm to room temp and stirred overnight. The reaction mixture was extracted with DCM and dried over MgSO4 and the solvent was evaporated. The residue was purified by column chromatography using DCM:hexane (1:4, v/v) as the eluent to obtain 0.45 g of product. Starting materials: C(=O)(OC(C)(C)C)NCC(CS(=O)C1=CC=C(C=C1)[N+](=O)[O-])Cl (N-BOC 1-amino-2-chloro-3-(p-nitrophenyl)sulfinylpropane), FC(C(=O)O)(F)F (trifluoroacetic acid), FC(C(=O)O)(F)F (TFA), O (water), C(Cl)Cl (CH2Cl2). The solvent is C1(=CC=CC=C1)OC (anisole), C1(=CC=CC=C1)OC (anisole). Product: FC(C(=O)O)(F)F.NCC(CS(=O)C1=CC=C(C=C1)[N+](=O)[O-])Cl (1-amino-2-chloro-3-(p-nitrophenyl)sulfinylpropane trifluoroacetate). As a reaction SMILES: C([NH:8][CH2:9][CH:10]([Cl:23])[CH2:11][S:12]([C:14]1[CH:19]=[CH:18][C:17]([N+:20]([O-:22])=[O:21])=[CH:16][CH:15]=1)=[O:13])(OC(C)(C)C)=O.[F:24][C:25]([F:30])([F:29])[C:26]([OH:28])=[O:27].O.C(Cl)Cl>C1(OC)C=CC=CC=1>[F:24][C:25]([F:30])([F:29])[C:26]([OH:28])=[O:27].[NH2:8][CH2:9][CH:10]([Cl:23])[CH2:11][S:12]([C:14]1[CH:15]=[CH:16][C:17]([N+:20]([O-:22])=[O:21])=[CH:18][CH:19]=1)=[O:13] |f:5.6|. Procedure details: The product from Step C, 78 mg, is dissolved in 0.4 ml of anisole and treated at 0° C. for 10 minutes with 2.0 ml of trifluoroacetic acid (TFA). The TFA and anisole are pumped off at 20° C., and water and CH2Cl2 are added to the residue. The water layer is separated and evaporated, affording 66 mg of pure product.